This data is from the Open Reaction Database (ORD), a public repository of structured organic reaction records. The task is: describe an organic reaction: reactants, conditions, products, and yield Starting materials: C1COCCO1, COC(=O)c1cnn2c(NC(C)C)c(-c3ccc(Cl)cc3Cl)c(Cl)nc12, Cl, [K+], [OH-]. The product is CC(C)Nc1c(-c2ccc(Cl)cc2Cl)c(Cl)nc2c(C(=O)O)cnn12. RXN SMILES: [CH2:30]1[O:31][CH2:32][CH2:33][O:34][CH2:35]1.[Cl:1][c:2]1[n:3][c:4]2[n:5]([c:6]([NH:16][CH:17]([CH3:18])[CH3:19])[c:7]1-[c:8]1[c:9]([Cl:15])[cH:10][c:11]([Cl:14])[cH:12][cH:13]1)[n:20][cH:21][c:22]2[C:23](=[O:24])[O:25][CH3:26].[ClH:29].[K+:28].[OH-:27]>>[Cl:1][c:2]1[n:3][c:4]2[n:5]([c:6]([NH:16][CH:17]([CH3:18])[CH3:19])[c:7]1-[c:8]1[c:9]([Cl:15])[cH:10][c:11]([Cl:14])[cH:12][cH:13]1)[n:20][cH:21][c:22]2[C:23](=[O:24])[OH:25]. Starting materials: COC[C@@H](OC=1C=C(C(=O)O)C=C(C1)OC1=CC(=CC=C1)OC)C (3-{(1S)-2-methoxy-(methylethyl)oxy}-5-{[3-methoxy-phenyl]oxy}benzoic acid), COC=1C=C(C=CC1)B(O)O (3-methoxyphenylboronic acid), NC=1SC=C(N1)CC(=O)OCC (ethyl 2-aminothiazol-4-ylacetate). The product is C(C)OC(CC=1N=C(SC1)NC(C1=CC(=CC(=C1)O[C@H](COC)C)OC1=CC(=CC=C1)OC)=O)=O ({2-[3-(3-Methoxy-phenoxy)-5-((S)-2-methoxy-1-methyl-ethoxy)-benzoylamino]-thiazol-4-yl}-acetic acid ethyl ester). As a reaction SMILES: [CH3:1][O:2][CH2:3][C@H:4]([CH3:24])[O:5][C:6]1[CH:7]=[C:8]([CH:12]=[C:13]([O:15][C:16]2[CH:21]=[CH:20][CH:19]=[C:18]([O:22][CH3:23])[CH:17]=2)[CH:14]=1)[C:9]([OH:11])=O.COC1C=C(B(O)O)C=CC=1.[NH2:36][C:37]1[S:38][CH:39]=[C:40]([CH2:42][C:43]([O:45][CH2:46][CH3:47])=[O:44])[N:41]=1>>[CH2:46]([O:45][C:43](=[O:44])[CH2:42][C:40]1[N:41]=[C:37]([NH:36][C:9](=[O:11])[C:8]2[CH:7]=[C:6]([O:5][C@@H:4]([CH3:24])[CH2:3][O:2][CH3:1])[CH:14]=[C:13]([O:15][C:16]3[CH:21]=[CH:20][CH:19]=[C:18]([O:22][CH3:23])[CH:17]=3)[CH:12]=2)[S:38][CH:39]=1)[CH3:47]. Reported procedure: {2-[3-(3-Methoxy-phenoxy)-5-(S)-2-methoxy-1-methyl-ethoxy)-benzoylamino]-thiazol-4-yl}acetic acid ethyl ester was prepared from 3-{(1S)-2-methoxy-(methylethyl)oxy}-5-{[3-methoxy-phenyl]oxy}benzoic acid (prepared in analogy to the method described in general synthetic descriptions F, using 3-methoxyphenylboronic acid in step D)) and ethyl 2-aminothiazol-4-ylacetate following synthetic description A. Reactants: C1CCOC1, CC(C)(C)C(=O)C(Oc1ccc(Cl)cc1)n1cncn1, O=C(Cl)Cl, c1ccncc1. Product: CC(C)(C)C(OC(=O)Cl)=C(Oc1ccc(Cl)cc1)n1cncn1. RXN SMILES: [CH2:31]1[O:32][CH2:33][CH2:34][CH2:35]1.[Cl:1][c:2]1[cH:3][cH:4][c:5]([O:6][CH:7]([C:8]([C:9]([CH3:10])([CH3:11])[CH3:12])=[O:13])[n:14]2[n:15][cH:16][n:17][cH:18]2)[cH:19][cH:20]1.[Cl:21][C:22]([Cl:23])=[O:24].[cH:25]1[cH:26][cH:27][n:28][cH:29][cH:30]1>>[Cl:1][c:2]1[cH:3][cH:4][c:5]([O:6][C:7](=[C:8]([C:9]([CH3:10])([CH3:11])[CH3:12])[O:13][C:22]([Cl:21])=[O:24])[n:14]2[n:15][cH:16][n:17][cH:18]2)[cH:19][cH:20]1. Reactants: NC1=C(C(=O)O)C=CC=C1 (2-aminobenzoic acid), C(C)(C)(C)C1=CC=C(C(=O)Cl)C=C1 (4-tert-butyl benzoyl chloride), CN (methylamine). Yields the product CNC(C1=C(C=CC=C1)NC(C1=CC=C(C=C1)C(C)(C)C)=O)=O (2-(4-tert-Butyl-benzoylamino)-benzoic acid methyl-amide). Yield: 59.9%. As a reaction SMILES: [NH2:1][C:2]1[CH:10]=[CH:9][CH:8]=[CH:7][C:3]=1[C:4]([OH:6])=O.[C:11]([C:15]1[CH:23]=[CH:22][C:18]([C:19](Cl)=[O:20])=[CH:17][CH:16]=1)([CH3:14])([CH3:13])[CH3:12].[CH3:24][NH2:25]>>[CH3:24][NH:25][C:4](=[O:6])[C:3]1[CH:7]=[CH:8][CH:9]=[CH:10][C:2]=1[NH:1][C:19](=[O:20])[C:18]1[CH:22]=[CH:23][C:15]([C:11]([CH3:14])([CH3:13])[CH3:12])=[CH:16][CH:17]=1. Procedure details: The 2-aminobenzoic acid (137 mg, 1.0 mmol) was reacted with 4-tert-butyl benzoyl chloride (196 mg, 1.0 mmol) as described in general procedure M. The resulting compound was coupled with methylamine (62 mg, 2.0 mmol) as described in general procedure A to afford the title product (186 mg) as a pure white solid. The reactants are C(=O)(C(F)(F)F)O (TFA), C1(CC1)CN1CCN(CC1)C1CCN(CC1)C(=O)OC(C)(C)C (tert. butyl 4-(4-cyclopropylmethyl-piperazin-1-yl)-piperidine-1-carboxylate). Solvent: C(Cl)Cl (DCM). Reaction conditions: time 4 hour. Product: C1(CC1)CN1CCN(CC1)C1CCNCC1 (1-cyclopropylmethyl-4-piperidin-4-yl-piperazine). As a reaction SMILES: C(O)(C(F)(F)F)=O.[CH:8]1([CH2:11][N:12]2[CH2:17][CH2:16][N:15]([CH:18]3[CH2:23][CH2:22][N:21](C(OC(C)(C)C)=O)[CH2:20][CH2:19]3)[CH2:14][CH2:13]2)[CH2:10][CH2:9]1>C(Cl)Cl>[CH:8]1([CH2:11][N:12]2[CH2:13][CH2:14][N:15]([CH:18]3[CH2:23][CH2:22][NH:21][CH2:20][CH2:19]3)[CH2:16][CH2:17]2)[CH2:9][CH2:10]1. Reported procedure: 5 mL TFA were added to a solution of 1.36 g (4.2 mmol) tert. butyl 4-(4-cyclopropylmethyl-piperazin-1-yl)-piperidine-1-carboxylate in 30 mL DCM and the reaction mixture was stirred for 4 h at RT. The reaction solution was evaporated down i.vac., the residue combined with diethyl ether, the precipitate was suction filtered and dried. The product was precipitated as the tris-trifluoroacetate salt.